Dataset: the Open Reaction Database (ORD), a public repository of structured organic reaction records. Task: describe an organic reaction: reactants, conditions, products, and yield The reactants are OC1CC(CCC1)NC(OC(C)(C)C)=O (tert-butyl (3-hydroxycyclohexyl)carbamate), C(=O)(C(F)(F)F)O (TFA). Run in C(Cl)Cl (DCM). Conditions: time 2 hour. Product: NC1CC(CCC1)(O)C (3-Amino-1-methylcyclohexanol). Reaction SMILES: [OH:1][CH:2]1[CH2:7][CH2:6][CH2:5][CH:4]([NH:8]C(=O)OC(C)(C)C)[CH2:3]1.[C:16](O)(C(F)(F)F)=O>C(Cl)Cl>[NH2:8][CH:4]1[CH2:5][CH2:6][CH2:7][C:2]([CH3:16])([OH:1])[CH2:3]1. Reported procedure: To a solution of crude tert-butyl (3-hydroxycyclohexyl)carbamate (4.0 g, crude) in DCM (40 mL) was added TFA (20 mL) under cooling in an ice bath. The resulting reaction mixture was stirred at room temperature for 2 h. The mixture was concentrated to give a crude product (3.0 g, crude), which was used in the next step without further purification. MS (ESI) m/z 130.1 [M+H]+.